Dataset: the Open Reaction Database (ORD), a public repository of structured organic reaction records. Task: describe an organic reaction: reactants, conditions, products, and yield Reactants: CC1OC(OC(OC(O1)C)C)C (Metaldehyde), C1=CC(=C(C(=C1)F)C(=O)NC(=O)NC2=CC=C(C=C2)Cl)F (Diflubenzuron), CC(C)C1=CC(=CC(=C1NC(=S)NC(C)(C)C)C(C)C)OC2=CC=CC=C2 (Diafenthiuron), C=1C=CC(=C(C1)C(=O)NC(=O)NC=2C=CC(=CC2)OC(F)(F)F)Cl (Triflumuron), S(=O)(=O)(O)O.N1=CC=CC(=C1)C1N(C)CCC1 (Nicotin sulfate), C1=CC(=C(C(=C1)F)C(=O)NC(=O)NC=2C=CC(=CC2)CO/N=C(/C=3C=CC(=CC3)Cl)\C4CC4)F (Flucycloxuron), CC(=C)[C@H]1CC2=C(C=CC3=C2O[C@@H]4COC5=CC(=C(C=C5[C@@H]4C3=O)OC)OC)O1 (Rotenone), C[C@@H](CCCC(C)(C)OC)C/C=C/C(=C/C(=O)OC(C)C)/C (Methoprene), C1=CC(=NC=C1CN\2CCN/C2=N\[N+](=O)[O-])Cl (Imidacloprid), C1C2C(COS(=O)O1)C3(C(=C(C2(C3(Cl)Cl)Cl)Cl)Cl)Cl (Benzoepin), CC(COC=1C=CC(=CC1)OC=2C=CC=CC2)OC=3C=CC=CN3 (Pyriproxyfen), C1=CC(=C(C(=C1)F)C(=O)NC(=O)NC=2C=C(C(=C(C2)Cl)OC3=C(C=C(C=N3)C(F)(F)F)Cl)Cl)F (Chlorfluazuron), C=1C=C(C(=C(C1)F)C(=O)NC(=O)NC=2C=C(C(=C(C2)Cl)OC(C(F)F)(F)F)Cl)F (Hexaflumuron), CC(C)N1/C(=N/C(C)(C)C)/SCN(C1=O)C=2C=CC=CC2 (Buprofezin). Product: C(C1=CC=CC=C1)(=O)NC(=O)N (Benzoyl Urea). As a reaction SMILES: [CH:1]1[CH:6]=[C:5](F)[C:4]([C:8]([NH:10][C:11]([NH:13]C2C=CC(Cl)=CC=2)=[O:12])=[O:9])=[C:3](F)[CH:2]=1.C1C=C(F)C(C(NC(NC2C=C(Cl)C(OC3N=CC(C(F)(F)F)=CC=3Cl)=C(Cl)C=2)=O)=O)=C(F)C=1.C1C=C(F)C(C(NC(NC2C=C(Cl)C(OC(F)(F)C(F)F)=C(Cl)C=2)=O)=O)=C(F)C=1.C1C=CC(Cl)=C(C(NC(NC2C=CC(OC(F)(F)F)=CC=2)=O)=O)C=1.C1C=C(F)C(C(NC(NC2C=CC(CO/N=C(\C3CC3)/C3C=CC(Cl)=CC=3)=CC=2)=O)=O)=C(F)C=1.CC(N1C(=O)N(C2C=CC=CC=2)CS/C/1=N\C(C)(C)C)C.CC(OC1C=CC=CN=1)COC1C=CC(OC2C=CC=CC=2)=CC=1.C[C@H](C/C=C/C(/C)=C/C(OC(C)C)=O)CCCC(OC)(C)C.C1OS(=O)OCC2C3(Cl)C(Cl)(Cl)C(Cl)(C12)C(Cl)=C3Cl.CC(C1C(NC(NC(C)(C)C)=S)=C(C(C)C)C=C(OC2C=CC=CC=2)C=1)C.C1C(CN2CCN/C/2=N\[N+]([O-])=O)=CN=C(Cl)C=1.S(O)(O)(=O)=O.N1C=C(C2CCCN2C)C=CC=1.CC([C@@H]1OC2C=CC3C(=O)[C@@H]4[C@@H](COC5C4=CC(OC)=C(OC)C=5)OC=3C=2C1)=C.CC1OC(C)OC(C)OC(C)O1>>[C:8]([NH:10][C:11]([NH2:13])=[O:12])(=[O:9])[C:4]1[CH:5]=[CH:6][CH:1]=[CH:2][CH:3]=1 |f:11.12|. Procedure details: Diflubenzuron, Chlorfluazuron, Hexaflumuron, Triflumuron, Tetrabenzuron, Fulfenoxuron, Flucycloxuron, Buprofezin, Pyriproxyfen, Methoprene, Benzoepin, Diafenthiuron, Imidacloprid, Fipronyl, Nicotin sulfate, Rotenone, Metaldehyde, Machine oil, Microbial insecticides such as BT and insect-pathogenic viruses, etc. Reactants: N[C@H]1[C@@H]2N(C(=C(CS2)C[N+]=2N(C(=CC2)NC=O)CCCOC=O)C(=O)[O-])C1=O (7β-amino-3-[3-formamido-2-(3-formyloxypropyl)-1-pyrazolio]methyl-3-cephem-4-carboxylate), CO (methanol), Cl (hydrochloric acid). Run in C(C)(=O)OCC (ethyl acetate). The product is Cl.Cl.Cl.N[C@H]1[C@@H]2N(C(=C(CS2)C[N+]=2N(C(=CC2)N)CCCO)C(=O)[O-])C1=O (7β-amino-3-[3-amino-2-(3-hydroxypropyl)-1-pyrazolio]methyl-3-cephem-4-carboxylate trihydrochloride). As a reaction SMILES: [NH2:1][C@@H:2]1[C:27](=[O:28])[N:4]2[C:5]([C:24]([O-:26])=[O:25])=[C:6]([CH2:9][N+:10]3[N:11]([CH2:18][CH2:19][CH2:20][O:21]C=O)[C:12]([NH:15]C=O)=[CH:13][CH:14]=3)[CH2:7][S:8][C@H:3]12.CO.[ClH:31]>C(OCC)(=O)C>[ClH:31].[ClH:31].[ClH:31].[NH2:1][C@@H:2]1[C:27](=[O:28])[N:4]2[C:5]([C:24]([O-:26])=[O:25])=[C:6]([CH2:9][N+:10]3[N:11]([CH2:18][CH2:19][CH2:20][OH:21])[C:12]([NH2:15])=[CH:13][CH:14]=3)[CH2:7][S:8][C@H:3]12 |f:4.5.6.7|. Reported procedure: Bis(trifluoroacetic acid salts) of 7β-amino-3-[3-formamido-2-(3-formyloxypropyl)-1-pyrazolio]methyl-3-cephem-4-carboxylate (5.30 g) was added to methanol (31.8 ml). Concentrated hydrochloric acid was added dropwise thereto with stirring at room temperature. The mixture was stirred for 3 hours. The reaction mixture was pulverized with ethyl acetate (400 ml) to give 7β-amino-3-[3-amino-2-(3-hydroxypropyl)-1-pyrazolio]methyl-3-cephem-4-carboxylate trihydrochloride. The reactants are C(CCC)[Li] (n-butyllithium), BrC1=NC(=CC=C1)C(CCN(C)C)C1=CC=C(C=C1)Cl (2-bromo-6-(1-(4-chlorophenyl)-3-dimethylaminopropyl)pyridine), CN(C=O)C (dimethylformamide). Solvent: O1CCCC1 (tetrahydrofuran). Reaction conditions: time 5 minute. Product: ClC1=CC=C(C=C1)C(CCN(C)C)C1=CC=CC(=N1)C=O (6-(1-(4-chlorophenyl)-3-dimethylaminopropyl)2-pyridine carboxaldehyde). As a reaction SMILES: Br[C:2]1[CH:7]=[CH:6][CH:5]=[C:4]([CH:8]([C:14]2[CH:19]=[CH:18][C:17]([Cl:20])=[CH:16][CH:15]=2)[CH2:9][CH2:10][N:11]([CH3:13])[CH3:12])[N:3]=1.C([Li])CCC.CN(C)[CH:28]=[O:29]>O1CCCC1>[Cl:20][C:17]1[CH:18]=[CH:19][C:14]([CH:8]([C:4]2[N:3]=[C:2]([CH:28]=[O:29])[CH:7]=[CH:6][CH:5]=2)[CH2:9][CH2:10][N:11]([CH3:13])[CH3:12])=[CH:15][CH:16]=1. Reported procedure: To a cold (-70°) solution of 2-bromo-6-(1-(4-chlorophenyl)-3-dimethylaminopropyl)pyridine (1.44 g) under nitrogen in dry tetrahydrofuran (50 mL) was added with stirring a solution of n-butyllithium (2.4 mL, 1.7M in hexane). After an additional 5 min at -70°, dry dimethylformamide (1.5 mL) was added dropwise during 2 min. The solution was allowed to warm and then quenched with water (5 mL). The solvents were removed under reduced pressure and the residue was dissolved in methylene chloride (50 mL...